This data is from the Open Reaction Database (ORD), a public repository of structured organic reaction records. The task is: describe an organic reaction: reactants, conditions, products, and yield Reactants: C(CCCC)C1=NC2=C(N1CC1=CC=C(C=C1)C=1C(=CC=CC1)C(=O)OC(C)(C)C)C=CC=C2 (tert.butyl 4'-[(2-n-pentyl-benzimidazol-1-yl)-methyl]biphenyl-2-carboxylate), FC(C(=O)O)(F)F (trifluoroacetic acid). Product: C(CCCC)C1=NC2=C(N1CC1=CC=C(C=C1)C=1C(=CC=CC1)C(=O)O)C=CC=C2 (4'-[(2-n-Pentyl-benzimidazol-1-yl)-methyl]biphenyl-2-carboxylic acid). RXN SMILES: [CH2:1]([C:6]1[N:10]([CH2:11][C:12]2[CH:17]=[CH:16][C:15]([C:18]3[C:19]([C:24]([O:26]C(C)(C)C)=[O:25])=[CH:20][CH:21]=[CH:22][CH:23]=3)=[CH:14][CH:13]=2)[C:9]2[CH:31]=[CH:32][CH:33]=[CH:34][C:8]=2[N:7]=1)[CH2:2][CH2:3][CH2:4][CH3:5].FC(F)(F)C(O)=O>>[CH2:1]([C:6]1[N:10]([CH2:11][C:12]2[CH:17]=[CH:16][C:15]([C:18]3[C:19]([C:24]([OH:26])=[O:25])=[CH:20][CH:21]=[CH:22][CH:23]=3)=[CH:14][CH:13]=2)[C:9]2[CH:31]=[CH:32][CH:33]=[CH:34][C:8]=2[N:7]=1)[CH2:2][CH2:3][CH2:4][CH3:5]. Procedure details: Prepared in analogous manner to Example 9 from tert.butyl 4'-[(2-n-pentyl-benzimidazol-1-yl)-methyl]biphenyl-2-carboxylate and trifluoroacetic acid.